From a dataset of the Open Reaction Database (ORD), a public repository of structured organic reaction records. describe an organic reaction: reactants, conditions, products, and yield Reactants: FC1=CC=C(C=C1)CCBr (4-Fluorophenylethyl bromide), C1(=CC=CC=C1)P(C1=CC=CC=C1)C1=CC=CC=C1 (triphenylphosphine). The solvent is C1(=CC=CC=C1)C (toluene). Conditions: temperature 200 celsius. The product is [Br-].FC1=CC=C(C=C1)CC[P+](C1=CC=CC=C1)(C1=CC=CC=C1)C1=CC=CC=C1 ([2-(4-Fluorophenyl)ethyl]triphenylphosphonium bromide). RXN SMILES: [F:1][C:2]1[CH:7]=[CH:6][C:5]([CH2:8][CH2:9][Br:10])=[CH:4][CH:3]=1.[C:11]1([P:17]([C:24]2[CH:29]=[CH:28][CH:27]=[CH:26][CH:25]=2)[C:18]2[CH:23]=[CH:22][CH:21]=[CH:20][CH:19]=2)[CH:16]=[CH:15][CH:14]=[CH:13][CH:12]=1>C1(C)C=CC=CC=1>[Br-:10].[F:1][C:2]1[CH:7]=[CH:6][C:5]([CH2:8][CH2:9][P+:17]([C:18]2[CH:19]=[CH:20][CH:21]=[CH:22][CH:23]=2)([C:24]2[CH:29]=[CH:28][CH:27]=[CH:26][CH:25]=2)[C:11]2[CH:12]=[CH:13][CH:14]=[CH:15][CH:16]=2)=[CH:4][CH:3]=1 |f:3.4|. Procedure details: 4-Fluorophenylethyl bromide (700 mg, 3.44 mmol) was dissolved in toluene (4 mL), triphenylphosphine (904 mg, 3.44 mmol) added and the solution heated for 10 min in a sealed flask at 200° C. under microwave heating. After cooling to rt, the solvent was decanted and the title compound was obtained quantitatively as the remaining glassy solid, which was used without further purification. Reactants: [Na] (sodium), product, C(C(C)C)OC1=C(C=CC=C1)O (o-isobutoxyphenol), C(C)N(CCCCl)CC (3-diethylaminopropylchloride). The solvent is C(C)O (ethanol). Product: C(C(C)C)OC1=C(C=CC=C1)OCCCN(CC)CC (1-Isobutoxy-2-(3'-diethylaminopropoxy)-benzene). Reaction SMILES: [Na].[CH2:2]([O:6][C:7]1[CH:12]=[CH:11][CH:10]=[CH:9][C:8]=1[OH:13])[CH:3]([CH3:5])[CH3:4].[CH2:14]([N:16]([CH2:21][CH3:22])[CH2:17][CH2:18][CH2:19]Cl)[CH3:15]>C(O)C>[CH2:2]([O:6][C:7]1[CH:12]=[CH:11][CH:10]=[CH:9][C:8]=1[O:13][CH2:19][CH2:18][CH2:17][N:16]([CH2:21][CH3:22])[CH2:14][CH3:15])[CH:3]([CH3:5])[CH3:4] |^1:0|. Reported procedure: The compound was prepared as directed in Example 1, using sodium (1.15 g; 50 mole), o-isobutoxyphenol (8.30 g; 50 mmole) and 3-diethylaminopropylchloride (7.50 g; 50 mmole) in 150 ml of ethanol. Yield 8.85 g (63%) of product, boiling at 104°-106° C under a pressure of 0.003 mm Hg, nD25 : 1.4914. Reactants: ClC1=C(C=CC=C1)C1(CCNCC1)C#N (4-(2-chlorophenyl)-4-cyanopiperidine), ClC1=C(C=CC=C1)C1(CCNCC1)C(=O)OC (4-(2-chlorophenyl)-4-(methoxycarbonyl)piperidine). Yields the product C(#N)C1(CCNCC1)C1=C(C=CC=C1)C (4-cyano-4-(2-methylphenyl)piperidine). RXN SMILES: Cl[C:2]1[CH:7]=[CH:6][CH:5]=[CH:4][C:3]=1[C:8]1([C:14]#[N:15])[CH2:13][CH2:12][NH:11][CH2:10][CH2:9]1.Cl[C:17]1C=CC=CC=1C1(C(OC)=O)CCNCC1>>[C:14]([C:8]1([C:3]2[CH:4]=[CH:5][CH:6]=[CH:7][C:2]=2[CH3:17])[CH2:13][CH2:12][NH:11][CH2:10][CH2:9]1)#[N:15]. Procedure: 4-(2-chlorophenyl)-4-cyanopiperidine or 4-(2-chlorophenyl)-4-(methoxycarbonyl)piperidine Product: C1(CCCC1)N1C([C@@H](CC=C[C@H]1C1=CC=CC=C1)NC([C@@H](NC(CC1=CC(=CC(=C1)F)F)=O)C)=O)=O (N1-[(3R,7S)-1-cyclopentyl-2-oxo-7-phenyl-2,3,4,7-tetrahydro-1H-azepin-3-yl]-N2-[(3,5-difluorophenyl)acetyl]-L-alaninamide), solid. Reaction conditions: time 8 hour. The reactants are N[C@H]1C(N([C@@H](C=CC1)C1=CC=CC=C1)C1CCCC1)=O ((3R,7S)-3-amino-1-cyclopentyl-7-phenyl-1,3,4,7-tetrahydro-2H-azepin-2-one), FC=1C=C(C=C(C1)F)CC(=O)N[C@@H](C)C(=O)O (N-[(3,5-difluorophenyl)acetyl]-L-alanine), C=1C=CC2=C(C1)N=NN2O (HOBt), CCN=C=NCCCN(C)C.Cl (EDAC.HCl), CN1CCOCC1 (N-methylmorpholine). The solvent is C(Cl)Cl (DCM), C(Cl)Cl (DCM). Procedure: To a solution of (3R,7S)-3-amino-1-cyclopentyl-7-phenyl-1,3,4,7-tetrahydro-2H-azepin-2-one (8f) (65 mg) in DCM (4 ml) at RT under N2 was added N-[(3,5-difluorophenyl)acetyl]-L-alanine (59 mg), HOBt (65 mg), EDAC.HCl (69 mg), and N-methylmorpholine (24 mg). The reaction was stirred at RT overnight, then diluted with DCM (10 ml) and washed with 1N HCl, 1N K2CO3, dried (Na2SO4), filtered and evaporated. The crude product was purified by flash chromatography (2% MeOH/DCM) to afford the title compoun... Reaction SMILES: [NH2:1][C@@H:2]1[CH2:8][CH:7]=[CH:6][C@@H:5]([C:9]2[CH:14]=[CH:13][CH:12]=[CH:11][CH:10]=2)[N:4]([CH:15]2[CH2:19][CH2:18][CH2:17][CH2:16]2)[C:3]1=[O:20].[F:21][C:22]1[CH:23]=[C:24]([CH2:29][C:30]([NH:32][C@H:33]([C:35](O)=[O:36])[CH3:34])=[O:31])[CH:25]=[C:26]([F:28])[CH:27]=1.C1C=CC2N(O)N=NC=2C=1.CCN=C=NCCCN(C)C.Cl.CN1CCOCC1>C(Cl)Cl>[CH:15]1([N:4]2[C@H:5]([C:9]3[CH:10]=[CH:11][CH:12]=[CH:13][CH:14]=3)[CH:6]=[CH:7][CH2:8][C@@H:2]([NH:1][C:35](=[O:36])[C@H:33]([CH3:34])[NH:32][C:30](=[O:31])[CH2:29][C:24]3[CH:25]=[C:26]([F:28])[CH:27]=[C:22]([F:21])[CH:23]=3)[C:3]2=[O:20])[CH2:19][CH2:18][CH2:17][CH2:16]1 |f:3.4|. Yield: 50.0%. The reactants are IC1=C(C(=O)O)C=C(C=C1)S(=O)(=O)C (2-Iodo-5-methanesulfonyl-benzoic acid), C1=CN(C=N1)C(=O)N2C=CN=C2 (CDI), CO (Methanol). Solvent: C1CCOC1 (THF). Conditions: temperature 70 celsius. The product is COC(C1=C(C=CC(=C1)S(=O)(=O)C)I)=O (2-Iodo-5-methanesulfonyl-benzoic acid methyl ester). The yield is 86.0%. As a reaction SMILES: [I:1][C:2]1[CH:10]=[CH:9][C:8]([S:11]([CH3:14])(=[O:13])=[O:12])=[CH:7][C:3]=1[C:4]([OH:6])=[O:5].[CH:15]1N=CN(C(N2C=NC=C2)=O)C=1.CO>C1COCC1>[CH3:15][O:5][C:4](=[O:6])[C:3]1[CH:7]=[C:8]([S:11]([CH3:14])(=[O:13])=[O:12])[CH:9]=[CH:10][C:2]=1[I:1]. Reported procedure: To 30.7 mmol 2-Iodo-5-methanesulfonyl-benzoic acid in 250 ml THF was added 33.7 mmol CDI and the mixture was heated at 70° C. for 1 h. Methanol (12.4 ml) was then added and the mixture was heated at 70° C. for a further 1 h. The mixture was then cooled to room temperature and concentrated in vacuo. The residue was chromatographed over SiO2 (ethyl acetate/dichloromethane 4:1) to afford the title compound (86%) as a white crystalline solid. Reactants: N1=CC=CC=C1 (pyridine), IC1=CC(=CC=2C=COC21)S(=O)(=O)Cl (7-iodo-1-benzofuran-5-sulfonyl chloride), IC1=CC(=CC=2C=COC21)S(=O)(=O)Cl (7-iodo-1-benzofuran-5-sulfonyl chloride), CC1=C(N)C=CC=C1 (2-methyl aniline). Run in ClCCl (dichloromethane). Run at time 8 hour. Yields the product IC1=CC(=CC=2C=COC21)S(=O)(=O)NC2=C(C=CC=C2)C (7-Iodo-N-(2-methylphenyl)-1-benzofuran-5-sulfonamide). As a reaction SMILES: [I:1][C:2]1[C:10]2[O:9][CH:8]=[CH:7][C:6]=2[CH:5]=[C:4]([S:11](Cl)(=[O:13])=[O:12])[CH:3]=1.[CH3:15][C:16]1[CH:22]=[CH:21][CH:20]=[CH:19][C:17]=1[NH2:18].N1C=CC=CC=1>ClCCl>[I:1][C:2]1[C:10]2[O:9][CH:8]=[CH:7][C:6]=2[CH:5]=[C:4]([S:11]([NH:18][C:17]2[CH:19]=[CH:20][CH:21]=[CH:22][C:16]=2[CH3:15])(=[O:13])=[O:12])[CH:3]=1. Procedure: 7-Iodo-1-benzofuran-5-sulfonyl chloride (10 g, 29.2 mmol; Intermediate 56) and 2-methyl aniline (3.43 mL, 32.1 mmol) were dissolved in dichloromethane (150 mL) and pyridine (3.53 mL, 43.8 mmol) was added. The solution was stirred overnight and washed with 1 M HCl (2×100 mL), dried over sodium sulfate and evaporated to give the crude solid product that was recrystallized from methanol. Yield: 5.32 g (44%) of a beige solid. The reactants are S1C2=C(C=C1C1=NNC(CC3=C1C=C(C(=C3)OCC)OCC)=O)C=CC=C2 (1-(2-benzo[b]thienyl)-7,8-diethoxy-3,5-dihydro-4H-2,3-benzodiazepin-4-one), S1C2=C(C=C1C1=NNC(C(C3=C1C=C(C(=C3)OCC)OCC)CCC)=O)C=CC=C2 (1-(2-benzo[b]thienyl)-7,8-diethoxy-5-n-propyl-3,5-dihydro-4H-2,3-benzodiazepin-4-one). Yields the product S1C2=C(C=C1C1=NN(C(C(C3=C1C=C(C(=C3)OCC)OCC)CCC)=O)C)C=CC=C2 (1-(2-benzo[b]thienyl)-7,8-diethoxy-3-methyl-5-n-propyl-3,5-dihydro-4H-2,3-benzodiazepin-4-one). The yield is 34.0%. Reaction SMILES: S1C(C2C3C=C(OCC)C(OCC)=CC=3CC(=O)NN=2)=CC2C=CC=C[C:2]1=2.[S:28]1[C:32]([C:33]2[C:39]3[CH:40]=[C:41]([O:47][CH2:48][CH3:49])[C:42]([O:44][CH2:45][CH3:46])=[CH:43][C:38]=3[CH:37]([CH2:50][CH2:51][CH3:52])[C:36](=[O:53])[NH:35][N:34]=2)=[CH:31][C:30]2[CH:54]=[CH:55][CH:56]=[CH:57][C:29]1=2>>[S:28]1[C:32]([C:33]2[C:39]3[CH:40]=[C:41]([O:47][CH2:48][CH3:49])[C:42]([O:44][CH2:45][CH3:46])=[CH:43][C:38]=3[CH:37]([CH2:50][CH2:51][CH3:52])[C:36](=[O:53])[N:35]([CH3:2])[N:34]=2)=[CH:31][C:30]2[CH:54]=[CH:55][CH:56]=[CH:57][C:29]1=2. Procedure: By replacing 1-(2-benzo[b]thienyl)-7,8-diethoxy-3,5-dihydro-4H-2,3-benzodiazepin-4-one VIab in example IIIba by 1-(2-benzo[b]thienyl)-7,8-diethoxy-5-n-propyl-3,5-dihydro-4H-2,3-benzodiazepin-4-one VIac and proceeding in the same manner, the abovenamed product is obtained. Yield: 34%. M: 61–63° C. 1H-NMR (200 MHz, CDCl3): d 1.01 (t, J=7.34, 3H, (CH2)2CH3), 1.39–4.55 (m, 8H, CH2CH2CH3+2×OCH2CH3), 1.75–2.42 (m, 2H, CH2CH2CH3), 3.04–3.11 (m, 1H, 5-H), 3.45 (s, 3H, 3-CH3), 3.99–4.23 (m, 4H, 2×OCH2CH3... Starting materials: C1(=CC=CC=C1)C=1N=C2N(C3=C(NC4=C2C=CC=C4)N=CC=C3)C1C1=CC=C(C=C1)C1(CCC1)NC(OC(C)(C)C)=O (tert-butyl (1-(4-(2-phenyl-9H-benzo[f]imidazo[1,2-d]pyrido[2,3-b][1,4]diazepin-3-yl)phenyl)cyclobutyl)carbamate), Cl (HCl). Solvent: ClCCl (dichloromethane), O1CCOCC1 (dioxane), CCOCC (ether). Reaction conditions: time 6 hour. Yields the product Cl.C1(=CC=CC=C1)C=1N=C2N(C3=C(NC4=C2C=CC=C4)N=CC=C3)C1C1=CC=C(C=C1)C1(CCC1)N (1-(4-(2-phenyl-9H-benzo[f]imidazo[1,2-d]pyrido[2,3-b][1,4]diazepin-3-yl)phenyl)cyclobutanamine hydrochloride). RXN SMILES: [C:1]1([C:7]2[N:8]=[C:9]3[C:15]4[CH:16]=[CH:17][CH:18]=[CH:19][C:14]=4[NH:13][C:12]4[N:20]=[CH:21][CH:22]=[CH:23][C:11]=4[N:10]3[C:24]=2[C:25]2[CH:30]=[CH:29][C:28]([C:31]3([NH:35]C(=O)OC(C)(C)C)[CH2:34][CH2:33][CH2:32]3)=[CH:27][CH:26]=2)[CH:6]=[CH:5][CH:4]=[CH:3][CH:2]=1.[ClH:43]>ClCCl.O1CCOCC1.CCOCC>[ClH:43].[C:1]1([C:7]2[N:8]=[C:9]3[C:15]4[CH:16]=[CH:17][CH:18]=[CH:19][C:14]=4[NH:13][C:12]4[N:20]=[CH:21][CH:22]=[CH:23][C:11]=4[N:10]3[C:24]=2[C:25]2[CH:26]=[CH:27][C:28]([C:31]3([NH2:35])[CH2:34][CH2:33][CH2:32]3)=[CH:29][CH:30]=2)[CH:2]=[CH:3][CH:4]=[CH:5][CH:6]=1 |f:5.6|. Procedure details: To a solution of tert-butyl (1-(4-(2-phenyl-9H-benzo[f]imidazo[1,2-d]pyrido[2,3-b][1,4]diazepin-3-yl)phenyl)cyclobutyl)carbamate (0.55 g) in dichloromethane (50 mL) was added 4.0 M HCl in dioxane (5 mL). The reaction was stirred at room temperature for 6 hours and then diluted with ether (50 mL). The product was removed by filtration under reduced pressure and dried to give 1-(4-(2-phenyl-9H-benzo[f]imidazo[1,2-d]pyrido[2,3-b][1,4]diazepin-3-yl)phenyl)cyclobutanamine hydrochloride as a pale yell...